This data is from the Open Reaction Database (ORD), a public repository of structured organic reaction records. The task is: describe an organic reaction: reactants, conditions, products, and yield Reactants: ClC=1C=C(CN2C(=CC3=NC(=CC=C32)N(NC(=O)OC(C)(C)C)C(=O)OC(C)(C)C)C3=CC=NN3C3OCCCC3)C=CC1 (di-tert-butyl 1-{1-(3-chlorobenzyl)-2-[1-(tetrahydro-2H-pyran-2-yl)-1H-pyrazol-5-yl]-1H-pyrrolo[3,2-b]pyridin-5-yl}hydrazine-1,2-dicarboxylate), CC(=O)O (AcOH). Yields the product ClC=1C=C(CN2C(=CC3=C2C=CC=2N3C(=NN2)C)C2=CC=NN2)C=CC1 (6-(3-chlorobenzyl)-1-methyl-7-(1H-pyrazol-5-yl)-6H-pyrrolo[2,3-e][1,2,4]triazolo[4,3-a]pyridine). RXN SMILES: [Cl:1][C:2]1[CH:3]=[C:4]([CH:42]=[CH:43][CH:44]=1)[CH2:5][N:6]1[C:14]2[C:9](=[N:10][C:11]([N:15](C(OC(C)(C)C)=O)[NH:16][C:17](OC(C)(C)C)=O)=[CH:12][CH:13]=2)[CH:8]=[C:7]1[C:31]1[N:35](C2CCCCO2)[N:34]=[CH:33][CH:32]=1.[CH3:45]C(O)=O>>[Cl:1][C:2]1[CH:3]=[C:4]([CH:42]=[CH:43][CH:44]=1)[CH2:5][N:6]1[C:14]2[CH:13]=[CH:12][C:11]3[N:10]([C:17]([CH3:45])=[N:16][N:15]=3)[C:9]=2[CH:8]=[C:7]1[C:31]1[NH:35][N:34]=[CH:33][CH:32]=1. Procedure: A solution of di-tert-butyl 1-{1-(3-chlorobenzyl)-2-[1-(tetrahydro-2H-pyran-2-yl)-1H-pyrazol-5-yl]-1H-pyrrolo[3,2-b]pyridin-5-yl}hydrazine-1,2-dicarboxylate (0.50 g, 0.72 mmol, from Step 4) in AcOH (20 mL) and was heated in the microwave to a temperature of 180° C. for 8 minutes. The AcOH was removed in vacuo and the product was purified via preparative HPLC-MS (C18 eluting with a gradient of MeCN/H2O containing 0.15% NH4OH). Yield (78 mg, 30%). Reactants: CCOc1cc(NC(=O)OC(C)(C)C)c(NC(=O)CC(=O)c2cccc(-c3ccnc(CC(C)C)c3)c2)cc1C(F)(F)F, ClCCl, O=C(O)C(F)(F)F. Product: CCOc1cc2c(cc1C(F)(F)F)NC(=O)CC(c1cccc(-c3ccnc(CC(C)C)c3)c1)=N2. RXN SMILES: [C:1]([O:2][C:3](=[O:4])[NH:7][c:8]1[c:9]([NH:21][C:22]([CH2:23][C:24](=[O:5])[c:26]2[cH:27][c:28](-[c:32]3[cH:33][c:34]([CH2:38][CH:39]([CH3:40])[CH3:41])[n:35][cH:36][cH:37]3)[cH:29][cH:30][cH:31]2)=[O:42])[cH:10][c:11]([C:17]([F:18])([F:19])[F:20])[c:12]([O:14][CH2:15][CH3:16])[cH:13]1)([CH3:6])([CH3:25])[CH3:43].[Cl:51][CH2:52][Cl:53].[F:44][C:45]([F:46])([F:47])[C:48]([OH:49])=[O:50]>>[N:7]1=[C:24]([c:26]2[cH:27][c:28](-[c:32]3[cH:33][c:34]([CH2:38][CH:39]([CH3:40])[CH3:41])[n:35][cH:36][cH:37]3)[cH:29][cH:30][cH:31]2)[CH2:23][C:22](=[O:42])[NH:21][c:9]2[c:8]1[cH:13][c:12]([O:14][CH2:15][CH3:16])[c:11]([C:17]([F:18])([F:19])[F:20])[cH:10]2. The reactants are C1=CC=CC=2C3=CC=CC=C3C(C12)CC(=O)NC=1C=C(N(C1)C)C(=O)[O-] (4-[[(9-fluorenylmethyl)carbonyl]amino]-1-methylpyrrole-2-carboxylate). Reagents/catalysts: [Pd] (Pd/C). The solvent is C1CCOC1 (THF). Yields the product C1=CC=CC=2C3=CC=CC=C3C(C12)CC(=O)NC=1C=C(N(C1)C)C(=O)O (4-[[(9-fluorenylmethyl)carbonyl]amino]-1-methylpyrrole-2-carboxylic acid). Yield: 64.3%. RXN SMILES: [CH:1]1[C:13]2[CH:12]([CH2:14][C:15]([NH:17][C:18]3[CH:19]=[C:20]([C:24]([O-:26])=[O:25])[N:21]([CH3:23])[CH:22]=3)=[O:16])[C:11]3[C:6](=[CH:7][CH:8]=[CH:9][CH:10]=3)[C:5]=2[CH:4]=[CH:3][CH:2]=1>C1COCC1.[Pd]>[CH:10]1[C:11]2[CH:12]([CH2:14][C:15]([NH:17][C:18]3[CH:19]=[C:20]([C:24]([OH:26])=[O:25])[N:21]([CH3:23])[CH:22]=3)=[O:16])[C:13]3[C:5](=[CH:4][CH:3]=[CH:2][CH:1]=3)[C:6]=2[CH:7]=[CH:8][CH:9]=1. Procedure details: To a solution of the benzylester (20a) (900 mg) dissolved in THF (10 ml) was added 10% Pd/C (100 mg). The solution was hydrogenated (1 atm) for 19 hours and worked up using standard methods to yield 580 mg (80%) of compound (21a). 1H NMR (DMSO-d6) δ9.4 (s, 1 H), 8.0 (m, 2 H), 7.8 (m, 2 H), 7.3 (m, 4 H), 7.1 (s, 1 H), 6.8 (s, 1 H), 4.6 (m, 2 H), 4.3 (m, 1 H), 3.8 (s, 3 H). Starting materials: [AlH4-].[Li+] (lithium aluminohydride), FC=1C=C(C=CC1F)CC[C@@H]1CC[C@H](CC1)C1CC[Si](CC1)(OC)CCCCC (4-(trans-4-(2-(3,4-difluorophenyl)ethyl)cyclohexyl)-1-n-pentyl-1-methoxy-1-silacyclohexane), Cl (hydrochloric acid). The solvent is C1CCOC1 (THF), C1CCOC1 (THF). Product: FC=1C=C(C=CC1F)CC[C@@H]1CC[C@H](CC1)[C@@H]1CC[Si@H](CC1)CCCCC (trans-4-(trans-4-(2-(3,4-difluorophenyl)ethyl)cyclohexyl)-1-n-pentyl-1-silacyclohexane). The yield is 86.3%. RXN SMILES: [F:1][C:2]1[CH:3]=[C:4]([CH2:9][CH2:10][C@H:11]2[CH2:16][CH2:15][C@H:14]([CH:17]3[CH2:22][CH2:21][Si:20]([CH2:25][CH2:26][CH2:27][CH2:28][CH3:29])(OC)[CH2:19][CH2:18]3)[CH2:13][CH2:12]2)[CH:5]=[CH:6][C:7]=1[F:8].[AlH4-].[Li+].Cl>C1COCC1>[F:1][C:2]1[CH:3]=[C:4]([CH2:9][CH2:10][C@H:11]2[CH2:12][CH2:13][C@H:14]([C@H:17]3[CH2:22][CH2:21][Si@H:20]([CH2:25][CH2:26][CH2:27][CH2:28][CH3:29])[CH2:19][CH2:18]3)[CH2:15][CH2:16]2)[CH:5]=[CH:6][C:7]=1[F:8] |f:1.2|. Procedure details: Subsequently, the reaction mixture was concentrated, to which 200 ml of hexane was added thereby permitting secondarily produced triethylamine hydrochloride to be precipitated, followed by removal by filtration. The resultant filtrate was concentrated to obtain 34.6 g of 4-(trans-4-(2-(3,4-difluorophenyl)ethyl)cyclohexyl)-1-n-pentyl-1-methoxy-1-silacyclohexane. This silacyclohexane product was dissolved in 100 ml of THF and was added to 100 ml of a THF solution of 10.0 g of lithium aluminohydrid...